This data is from the Open Reaction Database (ORD), a public repository of structured organic reaction records. The task is: describe an organic reaction: reactants, conditions, products, and yield Starting materials: COC=1C=C(CN2C(CCC2)=O)C=C(C1OC)OC (1-(3,4,5-trimethoxybenzyl)-2-oxopyrrolidine), [Si](C)(C)(C(C)(C)C)OCCCI (3-(t-butyldimethylsilyloxy)propyl iodide), O1CCCC1 (tetrahydrofuran), C(C)(CC)[Li] (sec-butyl lithium). Run in C(C)(=O)OCC (ethyl acetate), O (water). Conditions: temperature -78 celsius, time 30 minute. Yields the product COC=1C=C(CN2C(C(CC2)CCCO[Si](C)(C)C(C)(C)C)=O)C=C(C1OC)OC (1-(3,4,5-trimethoxybenzyl)-3-(3-(t-butyldimethylsilyloxy)propyl)-2-oxopyrrolidine). As a reaction SMILES: [CH3:1][O:2][C:3]1[CH:4]=[C:5]([CH:13]=[C:14]([O:18][CH3:19])[C:15]=1[O:16][CH3:17])[CH2:6][N:7]1[CH2:11][CH2:10][CH2:9][C:8]1=[O:12].O1CCCC1.C([Li])(CC)C.[Si:30]([O:37][CH2:38][CH2:39][CH2:40]I)([C:33]([CH3:36])([CH3:35])[CH3:34])([CH3:32])[CH3:31]>C(OCC)(=O)C.O>[CH3:1][O:2][C:3]1[CH:4]=[C:5]([CH:13]=[C:14]([O:18][CH3:19])[C:15]=1[O:16][CH3:17])[CH2:6][N:7]1[CH2:11][CH2:10][CH:9]([CH2:40][CH2:39][CH2:38][O:37][Si:30]([C:33]([CH3:34])([CH3:36])[CH3:35])([CH3:31])[CH3:32])[C:8]1=[O:12]. Procedure: Combine 1-(3,4,5-trimethoxybenzyl)-2-oxopyrrolidine (0.84 g, 3.16 mmol) and tetrahydrofuran (10 mL). Cool to −78° C. using a dry-ice/acetone bath. Add a solution of sec-butyl lithium (2.56 mL, 1.3 M in hexane, 3.33 mmol). After 30 minutes, add 3-(t-butyldimethylsilyloxy)propyl iodide (1.0 g, 3.33 mmol). After the addition is complete, warm to ambient temperature. After 2 hours, add water and extract three times with ethyl acetate. Dry the combined organic layers over Na2SO4, filter, and concentr...